Dataset: the Open Reaction Database (ORD), a public repository of structured organic reaction records. Task: describe an organic reaction: reactants, conditions, products, and yield Solvent: CO (methanol). Reported procedure: 0.65 g of 1-amino-2-methylmercaptoimidazole are dissolved in 50 ml of methanol and treated with 3 ml of 2N hydrochloric acid. After the addition of 1.05 g of 4-hydroxy-3,5-di-tert.-butylbenzaldehyde, the reaction mixture is stirred at room temperature overnight. Subsequently, the solvent is removed by evaporation in a vacuum. The residue is suspended in 30 ml of water and treated with saturated sodium carbonate solution up to an alkaline reaction. The mixture is extracted three times with 20 ml ... Conditions: time 8 hour. Reactants: Cl (hydrochloric acid), NN1C(=NC=C1)SC (1-amino-2-methylmercaptoimidazole), OC1=C(C=C(C=O)C=C1C(C)(C)C)C(C)(C)C (4-hydroxy-3,5-di-tert.-butylbenzaldehyde). Reaction SMILES: [NH2:1][N:2]1[CH:6]=[CH:5][N:4]=[C:3]1[S:7][CH3:8].Cl.[OH:10][C:11]1[C:18]([C:19]([CH3:22])([CH3:21])[CH3:20])=[CH:17][C:14]([CH:15]=O)=[CH:13][C:12]=1[C:23]([CH3:26])([CH3:25])[CH3:24]>CO>[OH:10][C:11]1[C:18]([C:19]([CH3:21])([CH3:20])[CH3:22])=[CH:17][C:14]([CH:15]=[N:1][N:2]2[CH:6]=[CH:5][N:4]=[C:3]2[S:7][CH3:8])=[CH:13][C:12]=1[C:23]([CH3:26])([CH3:25])[CH3:24]. Product: OC1=C(C=C(C=NN2C(=NC=C2)SC)C=C1C(C)(C)C)C(C)(C)C (1-(4-hydroxy-3,5-di-tert.-butylbenzylideneamino)-2-methylmercaptoimidazole).